From a dataset of the Open Reaction Database (ORD), a public repository of structured organic reaction records. describe an organic reaction: reactants, conditions, products, and yield Reactants: N1N=CC(=C1)C1=CC2=C(C=3N=C(SC3CCO2)C(=O)O)C=C1 (8-(1H-Pyrazol-4-yl)-4,5-dihydro-6-oxa-3-thia-1-aza-benzo[e]azulene-2-carboxylic acid), C[C@@H]1NCCOC1 ((S)-3-methylmorpholine). Product: C[C@@H]1N(CCOC1)C(=O)C=1SC=2CCOC3=C(C2N1)C=CC(=C3)C=3C=NNC3 (((S)-3-Methyl-morpholin-4-yl)-[8-(1H-pyrazol-4-yl)-4,5-dihydro-6-oxa-3-thia-1-aza-benzo[e]azulen-2-yl]-methanone). Reaction SMILES: [NH:1]1[CH:5]=[C:4]([C:6]2[CH:22]=[CH:21][C:9]3[C:10]4[N:11]=[C:12]([C:18](O)=[O:19])[S:13][C:14]=4[CH2:15][CH2:16][O:17][C:8]=3[CH:7]=2)[CH:3]=[N:2]1.[CH3:23][C@H:24]1[CH2:29][O:28][CH2:27][CH2:26][NH:25]1>>[CH3:23][C@H:24]1[CH2:29][O:28][CH2:27][CH2:26][N:25]1[C:18]([C:12]1[S:13][C:14]2[CH2:15][CH2:16][O:17][C:8]3[CH:7]=[C:6]([C:4]4[CH:5]=[N:1][NH:2][CH:3]=4)[CH:22]=[CH:21][C:9]=3[C:10]=2[N:11]=1)=[O:19]. Reported procedure: Following the procedure for 103, 8-(1H-Pyrazol-4-yl)-4,5-dihydro-6-oxa-3-thia-1-aza-benzo[e]azulene-2-carboxylic acid (50.0 mg, 0.2 mmol) was reacted with (S)-3-methylmorpholine (1.2 equiv) to give 138 (14.9 mg, M+1 397.1) Reactants: O=C1Nc2cccc(Br)c2C12COc1cc3c(cc12)CCO3, FC(F)(F)c1ccc(CBr)o1, O=C([O-])[O-], CCC(C)=O, [Cs+], [Cs+]. Product: O=C1N(Cc2ccc(C(F)(F)F)o2)c2cccc(Br)c2C12COc1cc3c(cc12)CCO3. RXN SMILES: [Br:1][c:2]1[c:3]2[c:4]([cH:5][cH:6][cH:7]1)[NH:8][C:9](=[O:22])[C:10]21[CH2:11][O:12][c:13]2[c:14]1[cH:15][c:16]1[c:17]([cH:21]2)[O:18][CH2:19][CH2:20]1.[Br:29][CH2:30][c:31]1[o:32][c:33]([C:36]([F:37])([F:38])[F:39])[cH:34][cH:35]1.[C:23](=[O:24])([O-:25])[O-:26].[CH3:40][C:41](=[O:42])[CH2:43][CH3:44].[Cs+:27].[Cs+:28]>>[Br:1][c:2]1[c:3]2[c:4]([cH:5][cH:6][cH:7]1)[N:8]([CH2:30][c:31]1[o:32][c:33]([C:36]([F:37])([F:38])[F:39])[cH:34][cH:35]1)[C:9](=[O:22])[C:10]21[CH2:11][O:12][c:13]2[c:14]1[cH:15][c:16]1[c:17]([cH:21]2)[O:18][CH2:19][CH2:20]1. The reactants are C(C)(C)(C)OC(NC1CCC(CC1)=O)=O ((4-oxocyclohexyl)carbamic acid tert-butyl ester), Cl.C(#N)C1=CC=C(C=C1)NN (4-cyanophenylhydrazine hydrochloride). The solvent is Cl (hydrochloric acid), O (water). Product: NC1CC=2C=3C=C(C=CC3NC2CC1)C#N (6-Amino-6,7,8,9-tetrahydro-5H-carbazole-3-carbonitrile). Isolated yield 82.1%. RXN SMILES: C(OC(=O)[NH:7][CH:8]1[CH2:13][CH2:12][C:11](=O)[CH2:10][CH2:9]1)(C)(C)C.Cl.[C:17]([C:19]1[CH:24]=[CH:23][C:22]([NH:25]N)=[CH:21][CH:20]=1)#[N:18]>Cl.O>[NH2:7][CH:8]1[CH2:13][CH2:12][C:11]2[NH:25][C:22]3[CH:23]=[CH:24][C:19]([C:17]#[N:18])=[CH:20][C:21]=3[C:10]=2[CH2:9]1 |f:1.2|. Procedure: Combine (4-oxocyclohexyl)carbamic acid tert-butyl ester (40.9 g, 192 mmol) and 4-cyanophenylhydrazine hydrochloride (25.0 g, 147 mmol) in concentrated hydrochloric acid (100 mL) and water (200 mL) and heat at reflux for 18 h. Allow to cool and collect the precipitate. Wash with Na2CO3 solution and azetrope with CHCl3, absolute EtOH, and CHCl3 again to obtain 25.5 g of a white solid (82%). MS (ES): m/z 212 (M+1). Reactants: COC1=C(OC=2C(=NC(=NC2Cl)C)Cl)C=CC=C1 (5-(o-methoxyphenoxy)-4,6-dichloro-2-methyl-pyrimidine), [K+].CC=1C=CC(=NC1)S(=O)(=O)[NH-] (5-methyl-2-pyridine sulfonamide potassium salt). The product is CC=1C=CC(=NC1)S(=O)(=O)NC1=NC(=NC(=C1OC1=C(C=CC=C1)OC)Cl)C (5-methyl-N-[6-chloro-5-(o-methoxyphenoxy)-2-methyl-4-pyrimidinyl]-2-pyridine sulfonamide). Reaction SMILES: [CH3:1][O:2][C:3]1[CH:18]=[CH:17][CH:16]=[CH:15][C:4]=1[O:5][C:6]1[C:7]([Cl:14])=[N:8][C:9]([CH3:13])=[N:10][C:11]=1Cl.[K+].[CH3:20][C:21]1[CH:22]=[CH:23][C:24]([S:27]([NH-:30])(=[O:29])=[O:28])=[N:25][CH:26]=1>>[CH3:20][C:21]1[CH:22]=[CH:23][C:24]([S:27]([NH:30][C:11]2[C:6]([O:5][C:4]3[CH:15]=[CH:16][CH:17]=[CH:18][C:3]=3[O:2][CH3:1])=[C:7]([Cl:14])[N:8]=[C:9]([CH3:13])[N:10]=2)(=[O:29])=[O:28])=[N:25][CH:26]=1 |f:1.2|. Reported procedure: According to the procedure described in Example 1g) 1.00 g 5-(o-methoxyphenoxy)-4,6-dichloro-2-methyl-pyrimidine was reacted with 5-methyl-2-pyridine sulfonamide potassium salt to give 1.5 g 5-methyl-N-[6-chloro-5-(o-methoxyphenoxy)-2-methyl-4-pyrimidinyl]-2-pyridine sulfonamide. LC-MS: tR=4.57 min, [M+1]+=421.42, [M−1]−=419.46. Starting materials: CC(C#CC(=O)C1=CC=C(C#N)C=C1)(C)O[Si](C)(C)C (4-(4-methyl-4-(trimethylsilyloxy)pent-2-ynoyl)benzonitrile), CC=1C=CC(=CC1)S(=O)(=O)O (PTSA). Run in O (water), C(Cl)Cl (DCM). Run at time 30 minute. The product is OC(C#CC(=O)C1=CC=C(C#N)C=C1)(C)C (4-(4-hydroxy-4-methylpent-2-ynoyl)benzonitrile). Isolated yield 112.6%. RXN SMILES: [CH3:1][C:2]([O:16][Si](C)(C)C)([CH3:15])[C:3]#[C:4][C:5]([C:7]1[CH:14]=[CH:13][C:10]([C:11]#[N:12])=[CH:9][CH:8]=1)=[O:6].CC1C=CC(S(O)(=O)=O)=CC=1>C(Cl)Cl.O>[OH:16][C:2]([CH3:15])([CH3:1])[C:3]#[C:4][C:5]([C:7]1[CH:8]=[CH:9][C:10]([C:11]#[N:12])=[CH:13][CH:14]=1)=[O:6]. Procedure: To a stirred solution of 4-(4-methyl-4-(trimethylsilyloxy)pent-2-ynoyl)benzonitrile (1.7 g, 5.00 mmol) in DCM (15 mL) was added PTSA (1.70 g, 8.90 mmol) at RT and the reaction mixture was stirred for 30 min. The reaction mixture was diluted with water (10 mL) and extracted with DCM (2×50 mL). The combined organic layers were washed with a saturated NaHCO3 solution and water, dried over Na2SO4, filtered, and then concentrated in vacuo to afford 4-(4-hydroxy-4-methylpent-2-ynoyl)benzonitrile (1.20... The reactants are C(#C)C1=CC=C(N)C=C1 (4-ethynylaniline), ClC(=C)C=1C=C2C(NC(=NC2=CC1)N1N=CC(=C1)C(=O)OCC)=O (1-[6-(1-chloro-vinyl)-4-oxo-3,4-dihydro-quinazolin-2-yl]-1H-pyrazole-4-carboxylic acid, ethyl ester), C(C)(C)(C)C1=NC(=CC=C1)C(C)(C)C (2,6-di-tert-butylpyridine), crude product. Product: C(#C)C=1C=C2C(NC(=NC2=CC1)N1N=CC(=C1)C(=O)OCC)=O (1-(6-ethynyl-4-oxo-3,4-dihydro-quinazolin-2-yl)-1H-pyrazole-4-carboxylic acid, ethyl ester). As a reaction SMILES: C(C1C=CC(N)=CC=1)#C.C(C1C=CC=C(C(C)(C)C)N=1)(C)(C)C.Cl[C:25]([C:27]1[CH:28]=[C:29]2[C:34](=[CH:35][CH:36]=1)[N:33]=[C:32]([N:37]1[CH:41]=[C:40]([C:42]([O:44][CH2:45][CH3:46])=[O:43])[CH:39]=[N:38]1)[NH:31][C:30]2=[O:47])=[CH2:26]>>[C:25]([C:27]1[CH:28]=[C:29]2[C:34](=[CH:35][CH:36]=1)[N:33]=[C:32]([N:37]1[CH:41]=[C:40]([C:42]([O:44][CH2:45][CH3:46])=[O:43])[CH:39]=[N:38]1)[NH:31][C:30]2=[O:47])#[CH:26]. Reported procedure: The titled compound was prepared in a manner analogous to Example 27, steps C-D, using 4-ethynylaniline in step C, and with the addition of 4.0 equivalents of 2,6-di-tert-butylpyridine in step D. The crude product contained a 2.4:1 mixture of the titled product and 1-[6-(1-chloro-vinyl)-4-oxo-3,4-dihydro-quinazolin-2-yl]-1H-pyrazole-4-carboxylic acid, ethyl ester. A portion of this mixture was purified by HPLC to afford 1-(6-ethynyl-4-oxo-3,4-dihydro-quinazolin-2-yl)-1H-pyrazole-4-carboxylic aci...